Dataset: the Open Reaction Database (ORD), a public repository of structured organic reaction records. Task: describe an organic reaction: reactants, conditions, products, and yield The reactants are FC1=C(C=C(C=N1)C(C)N1CCOCC1)C1=C2N=CN(C2=NC(=N1)C)C1OCCCC1 (4-(1-(6-fluoro-5-(2-methyl-9-(tetrahydro-2H-pyran-2-yl)-9H-purin-6-yl)pyridin-3-yl)ethyl)morpholine), NC=1C=C(C(=NC1)Cl)NS(=O)(=O)C (N-(5-amino-2-chloropyridin-3-yl)methanesulfonamide), C[Si](C)(C)[N-][Si](C)(C)C.[Na+] (NaHMDS). The solvent is C1CCOC1 (THF). Reaction conditions: temperature 0 celsius, time 30 minute. The product is ClC1=NC=C(C=C1NS(=O)(=O)C)NC1=NC=C(C=C1C1=C2N=CN(C2=NC(=N1)C)C1OCCCC1)C(C)N1CCOCC1 (N-(2-chloro-5-(3-(2-methyl-9-(tetrahydro-2H-pyran-2-yl)-9H-purin-6-yl)-5-(1-morpholinoethyl)pyridin-2-ylamino)pyridin-3-yl)methanesulfonamide). Yield: 73.1%. RXN SMILES: F[C:2]1[N:7]=[CH:6][C:5]([CH:8]([N:10]2[CH2:15][CH2:14][O:13][CH2:12][CH2:11]2)[CH3:9])=[CH:4][C:3]=1[C:16]1[N:24]=[C:23]([CH3:25])[N:22]=[C:21]2[C:17]=1[N:18]=[CH:19][N:20]2[CH:26]1[CH2:31][CH2:30][CH2:29][CH2:28][O:27]1.[NH2:32][C:33]1[CH:34]=[C:35]([NH:40][S:41]([CH3:44])(=[O:43])=[O:42])[C:36]([Cl:39])=[N:37][CH:38]=1.C[Si]([N-][Si](C)(C)C)(C)C.[Na+]>C1COCC1>[Cl:39][C:36]1[C:35]([NH:40][S:41]([CH3:44])(=[O:43])=[O:42])=[CH:34][C:33]([NH:32][C:2]2[C:3]([C:16]3[N:24]=[C:23]([CH3:25])[N:22]=[C:21]4[C:17]=3[N:18]=[CH:19][N:20]4[CH:26]3[CH2:31][CH2:30][CH2:29][CH2:28][O:27]3)=[CH:4][C:5]([CH:8]([N:10]3[CH2:15][CH2:14][O:13][CH2:12][CH2:11]3)[CH3:9])=[CH:6][N:7]=2)=[CH:38][N:37]=1 |f:2.3|. Procedure: To a stirred solution of 4-(1-(6-fluoro-5-(2-methyl-9-(tetrahydro-2H-pyran-2-yl)-9H-purin-6-yl)pyridin-3-yl)ethyl)morpholine (0.157 g, 0.368 mmol) and N-(5-amino-2-chloropyridin-3-yl)methanesulfonamide (Example 330 step 2, 0.103 g, 0.462 mmol) in THF (2 mL) in 20 mL microwave vial, NaHMDS(Aldrich, 1 M in THF, 1.47 mL, 1.47 mmol) was added dropwise at 0° C. The dark red mixture was stirred at 0° C. for 30 min. The mixture was partitioned between a mixture of saturated aqueous sodium chloride (10 ... Starting materials: COC(CC1(OCC(C2=C1NC1=C(C=CC=C21)CC)NC=O)CC)=O (1,8-Diethyl-4-formylamino-1,3,4,9-tetrahydropyrano[3,4-b]indole-1-acetic Acid Methyl Ester). Run in Cl (HCl), CO (methanol). Yields the product COC(CC1(OCC(C2=C1NC1=C(C=CC=C21)CC)N)CC)=O (4-Amino-1,8-diethyl-1,3,4,9-tetrahydropyrano[3,4-b]indole-1-acetic Acid Methyl Ester). Yield: 49.9%. RXN SMILES: [CH3:1][O:2][C:3](=[O:25])[CH2:4][C:5]1([CH2:23][CH3:24])[C:10]2[NH:11][C:12]3[C:17]([C:9]=2[CH:8]([NH:20]C=O)[CH2:7][O:6]1)=[CH:16][CH:15]=[CH:14][C:13]=3[CH2:18][CH3:19]>Cl.CO>[CH3:1][O:2][C:3](=[O:25])[CH2:4][C:5]1([CH2:23][CH3:24])[C:10]2[NH:11][C:12]3[C:17]([C:9]=2[CH:8]([NH2:20])[CH2:7][O:6]1)=[CH:16][CH:15]=[CH:14][C:13]=3[CH2:18][CH3:19]. Procedure: 1,8-Diethyl-4-formylamino-1,3,4,9-tetrahydropyrano[3,4-b]indole-1-acetic acid methyl ester 10 (5.5 g, 0.01 mol) in 1N methanolic HCl (4.2 mL) and methanol (18 mL) was stirred at 25° C. for 72 hours, then concentrated in vacuo, diluted with water and extracted with ethyl acetate. The aqueous phase was basified with concentrated NaHCO3 solution and extracted with ether to afford the product (1.58 g, 50%), m.p. 230° C. (dec.) after recrystallization from ether. The reactants are ( a ), FC=1C=C2C(=CNC2=CC1)C=O (5-fluoro-1H-indole-3-carboxaldehyde), N1C(=CC2=CC=CC=C12)C(=O)OCC (ethyl indole-2-carboxylate). Yields the product FC=1C=C2C(=CN(C2=CC1)C)C=O (5-Fluoro-1-methyl-1H-indole-3-carboxaldehyde). Isolated yield 50.0%. Reaction SMILES: [F:1][C:2]1[CH:3]=[C:4]2[C:8](=[CH:9][CH:10]=1)[NH:7][CH:6]=[C:5]2[CH:11]=[O:12].N1C2C(=CC=CC=2)C=[C:14]1C(OCC)=O>>[F:1][C:2]1[CH:3]=[C:4]2[C:8](=[CH:9][CH:10]=1)[N:7]([CH3:14])[CH:6]=[C:5]2[CH:11]=[O:12]. Reported procedure: According to the procedure of Preparation 9 (a), except substituting 5-fluoro-1H-indole-3-carboxaldehyde (0.3 g, 1.8 mmole) for the ethyl indole-2-carboxylate, the title compound (0.16 g, 50%) was prepared as a viscous oil: MS (ES) m/e 178 (M+H)+.